From a dataset of the Open Reaction Database (ORD), a public repository of structured organic reaction records. describe an organic reaction: reactants, conditions, products, and yield Starting materials: C1(=CC=C(C=C1)OCC=O)C1=CC=CC=C1 ([[1,1'-biphenyl]-4-yloxy]-acetaldehyde), C(CCC)[Li] (n-butyl lithium), C(CC(=O)C)(=O)OC (methyl acetoacetate), [H-].[Na+] (NaH), aldehyde. Solvent: O1CCCC1 (tetrahydrofuran), CCCCCC (hexane). Run at temperature 0 celsius, time 60 minute. Yields the product C1(=CC=C(C=C1)OCC1CC(=CC(O1)=O)O)C1=CC=CC=C1 (6-[[(1,1'-Biphenyl)-4-yloxy]methyl]-5,6-dihydro-4-hydroxy-2H-pyran-2-one), solid. RXN SMILES: [C:1]([O:7][CH3:8])(=[O:6])[CH2:2][C:3]([CH3:5])=[O:4].[H-].[Na+].C([Li])CCC.[C:16]1([C:26]2[CH:31]=[CH:30][CH:29]=[CH:28][CH:27]=2)[CH:21]=[CH:20][C:19]([O:22][CH2:23]C=O)=[CH:18][CH:17]=1>CCCCCC.O1CCCC1>[C:16]1([C:26]2[CH:27]=[CH:28][CH:29]=[CH:30][CH:31]=2)[CH:17]=[CH:18][C:19]([O:22][CH2:23][CH:8]2[O:7][C:1](=[O:6])[CH:2]=[C:3]([OH:4])[CH2:5]2)=[CH:20][CH:21]=1 |f:1.2|. Procedure details: The title compound was prepared as described in General Method 1 using 4.76 g of methyl acetoacetate, 1.97 g of NaH 50% dispersion in oil, 19.5 mL of 2.1M n-butyl lithium in hexane, 8.7 g of [[1,1'-biphenyl]-4-yloxy]-acetaldehyde and 200 mL of tetrahydrofuran. After addition of the aldehyde, the reaction was stirred for 60 minutes at 0° C. then allowed to warm to room temperature overnight. The crude product was triturated from diethyl ether to afford a solid (m.p. 152°-154° C.). 1H NMR (CDCl3) ... Starting materials: CCOCc1nc2cnc3ccccc3c2n1N, Cc1ccccc1, CC(C)CC=O, CC(C)O, ClC(Cl)Cl, Cc1ccc(S(=O)(=O)[O-])cc1, c1cc[nH+]cc1. Product: CCOCc1nc2cnc3ccccc3c2n1N=CCC(C)C. As a reaction SMILES: [CH2:1]([CH3:2])[O:3][CH2:4][c:5]1[n:6]([NH2:18])[c:7]2[c:8]([cH:9][n:10][c:11]3[cH:12][cH:13][cH:14][cH:15][c:16]23)[n:17]1.[CH3:42][c:43]1[cH:44][cH:45][cH:46][cH:47][cH:48]1.[CH:19]([CH2:20][CH:21]([CH3:22])[CH3:23])=[O:24].[CH:49]([OH:50])([CH3:51])[CH3:52].[Cl:53][CH:54]([Cl:55])[Cl:56].[c:25]1([CH3:26])[cH:27][cH:28][c:29]([S:30]([O-:31])(=[O:32])=[O:33])[cH:34][cH:35]1.[nH+:36]1[cH:37][cH:38][cH:39][cH:40][cH:41]1>>[CH2:1]([CH3:2])[O:3][CH2:4][c:5]1[n:6]([N:18]=[CH:19][CH2:20][CH:21]([CH3:22])[CH3:23])[c:7]2[c:8]([cH:9][n:10][c:11]3[cH:12][cH:13][cH:14][cH:15][c:16]23)[n:17]1. Yields the product C1(CCC1)=CC(=O)OC(C)(C)C (tert-Butyl cyclobutylideneacetate). RXN SMILES: [C:1]1(=O)[CH2:4][CH2:3]C1.[C:6]([OH:14])(=[O:13])[C:7]1[CH:12]=[CH:11][CH:10]=[CH:9]C=1.Cl[CH2:16]Cl>>[C:12]1(=[CH:7][C:6]([O:14][C:4]([CH3:3])([CH3:1])[CH3:16])=[O:13])[CH2:11][CH2:10][CH2:9]1. Reactants: tert-butyl (triphenyl-λ5-phosphanylidene) acetate, C(C1=CC=CC=C1)(=O)O (benzoic acid), C1(CCC1)=O (cyclobutanone), ClCCl (dichloromethane). Run at time 8 hour. Procedure: Under argon and at room temperature, 3.0 g (42.8 mmol) of cyclobutanone were dissolved in 160 ml of dichloromethane, and 20.95 g (55.64 mmol) of tert-butyl (triphenyl-λ5-phosphanylidene) acetate and 0.68 g (5.56 mmol) of benzoic acid were then added. The reaction mixture was stirred at room temperature overnight and then concentrated to dryness. The residue was triturated with 25 ml of diethyl ether, and the mixture was stored at 4° C. for 12 h. The precipitated triphenylphosphane oxide was filt...